This data is from the Open Reaction Database (ORD), a public repository of structured organic reaction records. The task is: describe an organic reaction: reactants, conditions, products, and yield Reactants: CC(=O)CC1=C(C(=O)OC(c2ccccc2)c2ccccc2)N2C(=O)C(NC(=O)OC(C)(C)C)C2SC1, CC#N, O, Cc1ccc(S(=O)(=O)O)cc1. Yields the product CC(=O)CC1=C(C(=O)OC(c2ccccc2)c2ccccc2)N2C(=O)C(N)C2SC1. As a reaction SMILES: [CH2:13]([C:14](=[O:15])[CH3:16])[C:17]1=[C:18]([C:34](=[O:35])[O:36][CH:37]([c:38]2[cH:39][cH:40][cH:41][cH:42][cH:43]2)[c:44]2[cH:45][cH:46][cH:47][cH:48][cH:49]2)[N:19]2[C:20](=[O:33])[CH:21]([NH:25][C:26]([O:27][C:28]([CH3:29])([CH3:30])[CH3:31])=[O:32])[CH:22]2[S:23][CH2:24]1.[CH3:50][C:51]#[N:52].[OH2:1].[c:2]1([CH3:3])[cH:4][cH:5][c:6]([S:7]([OH:8])(=[O:9])=[O:10])[cH:11][cH:12]1>>[CH2:13]([C:14](=[O:15])[CH3:16])[C:17]1=[C:18]([C:34](=[O:35])[O:36][CH:37]([c:38]2[cH:39][cH:40][cH:41][cH:42][cH:43]2)[c:44]2[cH:45][cH:46][cH:47][cH:48][cH:49]2)[N:19]2[C:20](=[O:33])[CH:21]([NH2:25])[CH:22]2[S:23][CH2:24]1. Yield: 88.3%. Reported procedure: A mixture of (S)—N1-(4-(4-bromo-2-cyclopropyl-1H-imidazol-5-yl)pyrimidin-2-yl)propane-1,2-diamine (13.3 g, 27.3 mmol, assumed theoretical yield) in 1:1 THF-water (200 mL) was cooled to 0° C. and solid NaHCO3 (20.6 g, 245 mmol) was added in portions. Methyl chloroformate (3.74 mL, 27.3 mmol) was added dropwise over 20 minutes and stirred for an additional 30 minutes. LCMS of an aliquot indicated complete reaction. Water (300 mL) was added and the resulting mixture was extracted with EtOAc (3×500 ... Run in O (Water). Reaction SMILES: [Br:1][C:2]1[N:3]=[C:4]([CH:18]2[CH2:20][CH2:19]2)[NH:5][C:6]=1[C:7]1[CH:12]=[CH:11][N:10]=[C:9]([NH:13][CH2:14][C@@H:15]([NH2:17])[CH3:16])[N:8]=1.C1COCC1.O.C([O-])(O)=O.[Na+].Cl[C:33]([O:35][CH3:36])=[O:34]>O>[Br:1][C:2]1[N:3]=[C:4]([CH:18]2[CH2:20][CH2:19]2)[NH:5][C:6]=1[C:7]1[CH:12]=[CH:11][N:10]=[C:9]([NH:13][CH2:14][C@@H:15]([NH:17][C:33](=[O:34])[O:35][CH3:36])[CH3:16])[N:8]=1 |f:1.2,3.4|. Reactants: ClC(=O)OC (Methyl chloroformate), BrC=1N=C(NC1C1=NC(=NC=C1)NC[C@H](C)N)C1CC1 ((S)—N1-(4-(4-bromo-2-cyclopropyl-1H-imidazol-5-yl)pyrimidin-2-yl)propane-1,2-diamine), C1CCOC1.O (THF water), C(=O)(O)[O-].[Na+] (NaHCO3). Conditions: temperature 0 celsius, time 30 minute. Product: BrC=1N=C(NC1C1=NC(=NC=C1)NC[C@H](C)NC(OC)=O)C1CC1 ((S)-methyl 1-(4-(4-bromo-2-cyclopropyl-1H-imidazol-5-yl)pyrimidin-2-ylamino)propan-2-ylcarbamate).